From a dataset of the Open Reaction Database (ORD), a public repository of structured organic reaction records. describe an organic reaction: reactants, conditions, products, and yield As a reaction SMILES: [CH3:26][CH:27]([OH:28])[CH3:29].[Cl:1][c:2]1[c:3]2[c:4]([n:5][cH:6][n:7]1)[c:8]([CH3:11])[cH:9][s:10]2.[O:12]([c:13]1[cH:14][cH:15][cH:16][cH:17][cH:18]1)[c:19]1[cH:20][cH:21][c:22]([NH2:23])[cH:24][cH:25]1>>[ClH:1].[c:2]1([NH:23][c:22]2[cH:21][cH:20][c:19]([O:12][c:13]3[cH:14][cH:15][cH:16][cH:17][cH:18]3)[cH:25][cH:24]2)[c:3]2[c:4]([n:5][cH:6][n:7]1)[c:8]([CH3:11])[cH:9][s:10]2. Starting materials: CC(C)O, Cc1csc2c(Cl)ncnc12, Nc1ccc(Oc2ccccc2)cc1. Yields the product Cl, Cc1csc2c(Nc3ccc(Oc4ccccc4)cc3)ncnc12.